describe an organic reaction: reactants, conditions, products, and yield From a dataset of the Open Reaction Database (ORD), a public repository of structured organic reaction records. Reaction SMILES: [CH3:1][C@@H:2]([C@@H:8]1[C@@:12]2([CH3:29])[C@@H:13]([OH:28])[CH2:14][C@@H:15]3[C@@:20]4([CH3:26])[CH2:21][CH2:22][C@@H:23]([OH:25])[CH2:24][C@H:19]4[CH2:18][C@@H:17]([OH:27])[C@H:16]3[C@@H:11]2[CH2:10][CH2:9]1)[CH2:3][CH2:4][C:5]([OH:7])=[O:6].[OH-].[Na+]>>[CH3:1][C@@H:2]([C@@H:8]1[C@@:12]2([CH3:29])[C:13]([CH2:14][CH:15]3[C@@:20]4([CH3:26])[CH2:21][CH2:22][C@@H:23]([OH:25])[CH2:24][C@H:19]4[CH2:18][C@@H:17]([OH:27])[C@H:16]3[C@@H:11]2[CH2:10][CH2:9]1)=[O:28])[CH2:3][CH2:4][C:5]([OH:7])=[O:6] |f:1.2|. Procedure details: Bacillus sp. TTUR 2-M4-336 was cultivated under shaking at the temperature of 30° C. for 24 hours in a test tube containing 20 ml of the culture medium of above composition except cholic acid and sodium hydroxide were excluded, thus a bacterium solution was prepared. 20 ml of above culture medium was placed into a test tube(30φ×190 mm), 40 ml of said bacterium solution was aseptically inoculated therein, and the bacterium in the test tube was cultivated under agitation (300 rpm) at the aeration ... Run at temperature 30 celsius, time 24 hour. The product is C[C@H](CCC(=O)O)[C@H]1CC[C@@H]2[C@@]1(C(=O)CC3[C@H]2[C@@H](C[C@H]4[C@@]3(CC[C@H](C4)O)C)O)C (12-keto-cholic acid). Reactants: C[C@H](CCC(=O)O)[C@H]1CC[C@@H]2[C@@]1([C@H](C[C@H]3[C@H]2[C@@H](C[C@H]4[C@@]3(CC[C@H](C4)O)C)O)O)C (cholic acid), [OH-].[Na+] (sodium hydroxide). Starting materials: ClC1=C(C=CC(=C1)Cl)C=1C2=C(N=C(N1)S(=O)(=O)C)CCN(C2)C(=O)OC(C)(C)C (tert-butyl 4-(2,4-dichlorophenyl)-2-(methylsulfonyl)-5,6,7,8-tetrahydropyridino[4,3-d]pyrimidine-6-carboxylate), NCCNC1=NC=C(C=C1)C#N (2-(2-aminoethylamino)-5-cyanopyridine). Procedure details: Reaction of tert-butyl 4-(2,4-dichlorophenyl)-2-(methylsulfonyl)-5,6,7,8-tetrahydropyridino[4,3-d]pyrimidine-6-carboxylate and 2-(2-aminoethylamino)-5-cyanopyridine gave tert-butyl 4-(2,4-dichlorophenyl)-2-({2-[(5-cyano(2-pyridyl))-amino]ethyl}amino)-5,6,7,8-tetrahydropyridino[4,3-d]pyrimidine-6-carboxylate. The product is ClC1=C(C=CC(=C1)Cl)C=1C2=C(N=C(N1)NCCNC1=NC=C(C=C1)C#N)CCN(C2)C(=O)OC(C)(C)C (tert-butyl 4-(2,4-dichlorophenyl)-2-({2-[(5-cyano(2-pyridyl))-amino]ethyl}amino)-5,6,7,8-tetrahydropyridino[4,3-d]pyrimidine-6-carboxylate). As a reaction SMILES: [Cl:1][C:2]1[CH:7]=[C:6]([Cl:8])[CH:5]=[CH:4][C:3]=1[C:9]1[C:10]2[CH2:22][N:21]([C:23]([O:25][C:26]([CH3:29])([CH3:28])[CH3:27])=[O:24])[CH2:20][CH2:19][C:11]=2[N:12]=[C:13](S(C)(=O)=O)[N:14]=1.[NH2:30][CH2:31][CH2:32][NH:33][C:34]1[CH:39]=[CH:38][C:37]([C:40]#[N:41])=[CH:36][N:35]=1>>[Cl:1][C:2]1[CH:7]=[C:6]([Cl:8])[CH:5]=[CH:4][C:3]=1[C:9]1[C:10]2[CH2:22][N:21]([C:23]([O:25][C:26]([CH3:29])([CH3:28])[CH3:27])=[O:24])[CH2:20][CH2:19][C:11]=2[N:12]=[C:13]([NH:30][CH2:31][CH2:32][NH:33][C:34]2[CH:39]=[CH:38][C:37]([C:40]#[N:41])=[CH:36][N:35]=2)[N:14]=1. Starting materials: NC1CCN(CC1)CCC1=CNC2=CC=CC=C12 (3-[2-(4-amino-1-piperidyl)ethyl]indole), OC1=NC=CC=C1 (2-hydroxypyridine), COC(=O)C=1N(C=CN1)C (2-methoxycarbonyl-1-methyl-1H-imidazole). Reagents/catalysts: COC(=O)C=1N(C=CN1)C (2-methoxycarbonyl-1-methyl-1H-imidazole). Yields the product N1C=C(C2=CC=CC=C12)CCN1CCC(CC1)NC(=O)C=1N(C=CN1)C (N-[1-(2-[1H-indol-3-yl]ethyl)piperidin-4-yl]-1-methyl-1H-imidazole-2-carboxamide). Reaction SMILES: [NH2:1][CH:2]1[CH2:7][CH2:6][N:5]([CH2:8][CH2:9][C:10]2[C:18]3[C:13](=[CH:14][CH:15]=[CH:16][CH:17]=3)[NH:12][CH:11]=2)[CH2:4][CH2:3]1.OC1C=CC=CN=1.C[O:27][C:28]([C:30]1[N:31]([CH3:35])[CH:32]=[CH:33][N:34]=1)=O>COC(C1N(C)C=CN=1)=O>[NH:12]1[C:13]2[C:18](=[CH:17][CH:16]=[CH:15][CH:14]=2)[C:10]([CH2:9][CH2:8][N:5]2[CH2:6][CH2:7][CH:2]([NH:1][C:28]([C:30]3[N:31]([CH3:35])[CH:32]=[CH:33][N:34]=3)=[O:27])[CH2:3][CH2:4]2)=[CH:11]1. Procedure details: A melt of 3-[2-(4-amino-1-piperidyl)ethyl]indole (1.0 g, 4.11 mmol), 2-hydroxypyridine (0.3 g, 3.16 mmol) and 2-methoxycarbonyl-1-methyl-1H-imidazole (0.57 g, 4.07 mmol) was heated at 160° C. for 3 hours under N2. More 2-methoxycarbonyl-1-methyl-1H-imidazole (5 drops) was added and heating continued for a further 11/2 hours. The mixture was cooled and chromatographed on silica (100-200 aktiv) eluting with absolute ethanol. The title compound was isolated as a brown glass (0.97 g,). Reactants: [OH-].[Na+] (sodium hydroxide), O (water), NC=1C(=CC(=C(C1)OC(OC1=C(C=C(C(=C1)N)F)Cl)=O)Cl)F (bis(5-amino-2-chloro-4-fluorophenyl)carbonate), C1(CCCC1)Br (cyclopentyl bromide). The reagents and catalysts are [Br-].C(CCC)[N+](CCCC)(CCCC)CCCC (tetrabutylammonium bromide). Solvent: solution, C1(=CC=CC=C1)C (toluene). Conditions: temperature 80 celsius. Yields the product ClC1=CC(=C(N)C=C1OC1CCCC1)F (4-chloro-5-cyclopentyloxy-2-fluoroaniline). Isolated yield 192.7%. Reaction SMILES: NC1C(F)=CC(Cl)=C(O[C:9](=O)[O:10][C:11]2[CH:16]=[C:15]([NH2:17])[C:14]([F:18])=[CH:13][C:12]=2[Cl:19])C=1.[CH:23]1(Br)[CH2:27]C[CH2:25][CH2:24]1.[OH-].[Na+].O>[Br-].C([N+](CCCC)(CCCC)CCCC)CCC.C1(C)C=CC=CC=1>[Cl:19][C:12]1[C:11]([O:10][CH:9]2[CH2:25][CH2:24][CH2:23][CH2:27]2)=[CH:16][C:15]([NH2:17])=[C:14]([F:18])[CH:13]=1 |f:2.3,5.6|. Procedure details: A round-bottomed flask (50 cc) was charged with bis(5-amino-2-chloro-4-fluorophenyl)carbonate (1.52 g, 4.36 mmol), cyclopentyl bromide (1.39 g, 9.29 mmol) and tetrabutylammonium bromide (74 mg, 0.23 mmol) to prepare a solution in toluene (12 mL). Subsequently, 48% sodium hydroxide in aqueous solution (6 mL) was added slowly and the mixture was stirred under heating at 80° C. for 1 h. After completion of the reaction, the reaction mixture was cooled to room temperature and water (15 mL) was added...